This data is from the Open Reaction Database (ORD), a public repository of structured organic reaction records. The task is: describe an organic reaction: reactants, conditions, products, and yield The reactants are CC(C)[N-]C(C)C, ClCCCI, [Li+], C1CCOC1, O, O=C1CCCc2onc(-c3ccccc3)c21. Yields the product O=C1c2c(-c3ccccc3)noc2CCC1CCCCl. RXN SMILES: [CH:17]([N-:18][CH:19]([CH3:20])[CH3:21])([CH3:22])[CH3:23].[Cl:25][CH2:26][CH2:27][CH2:28][I:29].[Li+:24].[O:31]1[CH2:32][CH2:33][CH2:34][CH2:35]1.[OH2:30].[c:1]1(-[c:7]2[n:8][o:9][c:10]3[c:11]2[C:12](=[O:16])[CH2:13][CH2:14][CH2:15]3)[cH:2][cH:3][cH:4][cH:5][cH:6]1>>[c:1]1(-[c:7]2[n:8][o:9][c:10]3[c:11]2[C:12](=[O:16])[CH:13]([CH2:28][CH2:27][CH2:26][Cl:25])[CH2:14][CH2:15]3)[cH:2][cH:3][cH:4][cH:5][cH:6]1. Starting materials: ClC1=NC(=C(C(=N1)N1CC(CC1(C)C)N(C)C)F)NN (1-(2-chloro-5-fluoro-6-hydrazino-4-pyrimidinyl)-N,N,5,5-tetramethyl-3-pyrrolidinamine), C1(CCCC1)C[C@@H](C(=O)O)CN(OCC1=CC=CC=C1)C=O ((2R)-3-cyclopentyl-2-({formyl[(phenylmethyl)oxy]amino}methyl)propanoic acid), CN1CCOCC1 (N-methylmorpholine), ON1N=NC2=C1N=CC=C2 (1-hydroxy-7-azabenzotriazole), C(CCl)Cl (EDC). Solvent: CCOCC (Et2O), CN(C)C=O (DMF). Reaction conditions: time 8 hour. The product is ClC1=NC(=C(C(=N1)NNC([C@@H](CN(C=O)OCC1=CC=CC=C1)CC1CCCC1)=O)F)N1C(CC(C1)N(C)C)(C)C ([(2R)-3-(2-{2-chloro-6-[4-(dimethylamino)-2,2-dimethyl-1-pyrrolidinyl]-5-fluoro-4-pyrimidinyl}hydrazino)-2-(cyclopentylmethyl)-3-oxopropyl][(phenylmethyl)oxy]formamide). Yield: 85.0%. RXN SMILES: [Cl:1][C:2]1[N:7]=[C:6]([N:8]2[C:12]([CH3:14])([CH3:13])[CH2:11][CH:10]([N:15]([CH3:17])[CH3:16])[CH2:9]2)[C:5]([F:18])=[C:4]([NH:19][NH2:20])[N:3]=1.[CH:21]1([CH2:26][C@H:27]([CH2:31][N:32]([CH:41]=[O:42])[O:33][CH2:34][C:35]2[CH:40]=[CH:39][CH:38]=[CH:37][CH:36]=2)[C:28](O)=[O:29])[CH2:25][CH2:24][CH2:23][CH2:22]1.CN1CCOCC1.ON1C2N=CC=CC=2N=N1.C(Cl)CCl>CN(C=O)C.CCOCC>[Cl:1][C:2]1[N:3]=[C:4]([NH:19][NH:20][C:28](=[O:29])[C@H:27]([CH2:26][CH:21]2[CH2:22][CH2:23][CH2:24][CH2:25]2)[CH2:31][N:32]([O:33][CH2:34][C:35]2[CH:36]=[CH:37][CH:38]=[CH:39][CH:40]=2)[CH:41]=[O:42])[C:5]([F:18])=[C:6]([N:8]2[CH2:9][CH:10]([N:15]([CH3:16])[CH3:17])[CH2:11][C:12]2([CH3:14])[CH3:13])[N:7]=1. Reported procedure: To a solution of 1-(2-chloro-5-fluoro-6-hydrazino-4-pyrimidinyl)-N,N,5,5-tetramethyl-3-pyrrolidinamine (1.0502 g, 3.469 mmol) in DMF (16 mL) was added (2R)-3-cyclopentyl-2-({formyl[(phenylmethyl)oxy]amino}methyl)propanoic acid (1.0075 g, 3.299 mmol), N-methylmorpholine (1.8 mL, 16.37 mmol), 1-hydroxy-7-azabenzotriazole (0.540 g, 3.968 mmol), and EDC (0.760 g, 3.964 mmol). The solution was stirred overnight and then diluted with Et2O (100 mL). The mixture was washed with water (3×50 mL), and the ...